Dataset: the Open Reaction Database (ORD), a public repository of structured organic reaction records. Task: describe an organic reaction: reactants, conditions, products, and yield The reactants are C(C)OC(CCC1=C(C=C(C=C1)OC1=CC(=CC(=C1)F)OC1=C(C=C(C=C1)C(F)(F)F)Br)C)=O (3-{4-[3-(2-bromo-4-trifluoromethyl-phenoxy)-5-fluoro-phenoxy]-2-methyl-phenyl}-propionic acid ethyl ester), C1(=CC=CC=C1)O (phenol). Yields the product FC=1C=C(OC2=CC(=C(C=C2)CCC(=O)O)C)C=C(C1)OC1=C(C=C(C=C1)C(F)(F)F)OC1=CC=CC=C1 (3-{4-[3-Fluoro-5-(2-phenoxy-4-trifluoromethyl-phenoxy)-phenoxy]-2-methyl-phenyl}-propionic acid). RXN SMILES: C([O:3][C:4](=[O:34])[CH2:5][CH2:6][C:7]1[CH:12]=[CH:11][C:10]([O:13][C:14]2[CH:19]=[C:18]([F:20])[CH:17]=[C:16]([O:21][C:22]3[CH:27]=[CH:26][C:25]([C:28]([F:31])([F:30])[F:29])=[CH:24][C:23]=3Br)[CH:15]=2)=[CH:9][C:8]=1[CH3:33])C.[C:35]1([OH:41])[CH:40]=[CH:39][CH:38]=[CH:37][CH:36]=1>>[F:20][C:18]1[CH:19]=[C:14]([CH:15]=[C:16]([O:21][C:22]2[CH:27]=[CH:26][C:25]([C:28]([F:29])([F:30])[F:31])=[CH:24][C:23]=2[O:41][C:35]2[CH:40]=[CH:39][CH:38]=[CH:37][CH:36]=2)[CH:17]=1)[O:13][C:10]1[CH:11]=[CH:12][C:7]([CH2:6][CH2:5][C:4]([OH:3])=[O:34])=[C:8]([CH3:33])[CH:9]=1. Procedure details: The title compound is prepare by reacting the compound of 3-{4-[3-(2-bromo-4-trifluoromethyl-phenoxy)-5-fluoro-phenoxy]-2-methyl-phenyl}-propionic acid ethyl ester with phenol as in Example 45 to afford 0.080 g (28%). 1H NMR (400 MHz, CDCl3); MS (ES+) m/z mass calculated for C29H22O5F4 526, found 527 (M+1, 100%).